Dataset: the Open Reaction Database (ORD), a public repository of structured organic reaction records. Task: describe an organic reaction: reactants, conditions, products, and yield Starting materials: NC1C(CCCC1)N (1,2-diaminocyclohexane), COCCN(C1=CC=C(C=C1)[C@H](CO)NC(OC(C)(C)C)=O)CCOC (tert-butyl (R)-1-(4-(bis(2-methoxyethyl)amino)phenyl)-2-hydroxyethylcarbamate), [F-].[Cs+] (cesium fluoride), S(=O)(Cl)Cl (thionyl chloride), BrC1=CC(=C(C=C1)N)N (4-bromo-1,2-diamino benzene). Reagents/catalysts: [Cu](I)I (copper iodide). The solvent is C(=O)O (formic acid). Product: N1C=NC2=C1C=CC(=C2)N2C(OC[C@@H]2C2=CC=C(C=C2)N(CCOC)CCOC)=O ((S)-3-(1H-benzo[d]imidazol-5-yl)-4-(4-(bis(2-methoxyethyl)amino)phenyl)oxazolidin-2-one). Reaction SMILES: [CH3:1][O:2][CH2:3][CH2:4][N:5]([CH2:23][CH2:24][O:25][CH3:26])[C:6]1[CH:11]=[CH:10][C:9]([C@@H:12]([NH:15][C:16](=[O:22])[O:17][C:18](C)(C)C)CO)=[CH:8][CH:7]=1.S(Cl)(Cl)=O.Br[C:32]1[CH:37]=[CH:36][C:35]([NH2:38])=[C:34]([NH2:39])[CH:33]=1.[F-].[Cs+].N[CH:43]1CCCCC1N>[Cu](I)I.C(O)=O>[NH:39]1[C:34]2[CH:33]=[CH:32][C:37]([N:15]3[C@@H:12]([C:9]4[CH:8]=[CH:7][C:6]([N:5]([CH2:4][CH2:3][O:2][CH3:1])[CH2:23][CH2:24][O:25][CH3:26])=[CH:11][CH:10]=4)[CH2:18][O:17][C:16]3=[O:22])=[CH:36][C:35]=2[N:38]=[CH:43]1 |f:3.4|. Procedure details: The compound was synthesized according to method 6 starting from tert-butyl (R)-1-(4-(bis(2-methoxyethyl)amino)phenyl)-2-hydroxyethylcarbamate (0.350 g, 0.951 mmol), thionyl chloride (0.55 mL, 7.608 mmol), 4-bromo-1,2-diamino benzene (111 mg, 0.598 mmol), cesium fluoride (165 mg, 1.08 mmoles) and copper iodide (15 mg, 0.081 mmoles), 1,2-diaminocyclohexane (0.06, 0.598 mmoles) formic acid (5 mL). Yield: 0.04 g (10.8%). MS m/z 411.4 (M+H)+; 1H-NMR 400 MHz, CDCl3): δ 7.89 (d, 1H); 7.60-7.45 (m, 2H)... The reactants are BrC1=CC(=C(C=O)C=C1)CC (4-bromo-2-ethyl benzaldehyde), Cl (hydrochloric acid), C[O-].[Na+] (Sodium methoxide), C(C)C1(OC(CC1=O)(C)CC)C (2,5-diethyl-2,5-dimethyldihydrofuran-3-one). The solvent is C(OC)COC (dimethoxyethane), C(OC)COC (dimethoxyethane). Conditions: temperature 0 celsius, time 15 minute. Yields the product BrC1=CC(=C(C=C1)C=C1C(C(OC1(C)CC)(C)CC)=O)CC (4-[1-(4-bromo-2-ethylphenyl)methylidene]-2,5-diethyl-2,5-dimethyldihydrofuran-3-one). Isolated yield 110.8%. As a reaction SMILES: C[O-].[Na+].[CH2:4]([C:6]1([CH3:15])[C:10](=[O:11])[CH2:9][C:8]([CH2:13][CH3:14])([CH3:12])[O:7]1)[CH3:5].[Br:16][C:17]1[CH:24]=[CH:23][C:20]([CH:21]=O)=[C:19]([CH2:25][CH3:26])[CH:18]=1.Cl>C(COC)OC>[Br:16][C:17]1[CH:24]=[CH:23][C:20]([CH:21]=[C:9]2[C:8]([CH2:13][CH3:14])([CH3:12])[O:7][C:6]([CH2:4][CH3:5])([CH3:15])[C:10]2=[O:11])=[C:19]([CH2:25][CH3:26])[CH:18]=1 |f:0.1|. Procedure: Sodium methoxide (5.08 g, 0.094 mol) is added to a solution of 2,5-diethyl-2,5-dimethyldihydrofuran-3-one (8 g, 0.047 mol) in dimethoxyethane (40 ml) at 0° C. The reaction mixture is stirred for 15 minutes at 0° C. and a solution of 4-bromo-2-ethyl benzaldehyde (8.96 g, 0.042 mol) in dimethoxyethane (8 ml) is added. The reaction mixture is stirred at 0° C. for 1 hour, acidified to pH 1 with 2N aqueous hydrochloric acid and extracted with diethyl ether (3×75 ml). The organic phases are combined, ... Starting materials: CC(=O)N1CCC(c2csc(Nc3ncc(Br)cc3Oc3ccccc3)n2)CC1, CCN(C(C)C)C(C)C, O=C(C=Cc1ccccc1)C=Cc1ccccc1, O=C(C=Cc1ccccc1)C=Cc1ccccc1, C1COCCO1, O=C(C=Cc1ccccc1)C=Cc1ccccc1, [Pd], [Pd], COC(=O)CCS, CC1(C)c2cccc(P(c3ccccc3)c3ccccc3)c2Oc2c(P(c3ccccc3)c3ccccc3)cccc21. Yields the product COC(=O)CCSc1cnc(Nc2nc(C3CCN(C(C)=O)CC3)cs2)c(Oc2ccccc2)c1. RXN SMILES: [Br:1][c:2]1[cH:3][c:4]([O:23][c:24]2[cH:25][cH:26][cH:27][cH:28][cH:29]2)[c:5]([NH:8][c:9]2[s:10][cH:11][c:12]([CH:14]3[CH2:15][CH2:16][N:17]([C:20]([CH3:21])=[O:22])[CH2:18][CH2:19]3)[n:13]2)[n:6][cH:7]1.[CH2:79]([N:80]([CH:81]([CH3:82])[CH3:83])[CH:84]([CH3:85])[CH3:86])[CH3:87].[O:108]=[C:109]([CH:110]=[CH:111][c:112]1[cH:113][cH:114][cH:115][cH:116][cH:117]1)[CH:118]=[CH:119][c:120]1[cH:121][cH:122][cH:123][cH:124][cH:125]1.[O:126]=[C:127]([CH:128]=[CH:129][c:130]1[cH:131][cH:132][cH:133][cH:134][cH:135]1)[CH:136]=[CH:137][c:138]1[cH:139][cH:140][cH:141][cH:142][cH:143]1.[O:144]1[CH2:145][CH2:146][O:147][CH2:148][CH2:149]1.[O:90]=[C:91]([CH:92]=[CH:93][c:94]1[cH:95][cH:96][cH:97][cH:98][cH:99]1)[CH:100]=[CH:101][c:102]1[cH:103][cH:104][cH:105][cH:106][cH:107]1.[Pd:88].[Pd:89].[SH:72][CH2:73][CH2:74][C:75](=[O:76])[O:77][CH3:78].[c:30]1([P:31]([c:32]2[cH:33][cH:34][cH:35][cH:36][cH:37]2)[c:38]2[c:39]3[c:63]([cH:64][cH:65][cH:66]2)[C:60]([CH3:61])([CH3:62])[c:42]2[c:41]([c:46]([P:47]([c:48]4[cH:49][cH:50][cH:51][cH:52][cH:53]4)[c:54]4[cH:55][cH:56][cH:57][cH:58][cH:59]4)[cH:45][cH:44][cH:43]2)[O:40]3)[cH:67][cH:68][cH:69][cH:70][cH:71]1>>[c:2]1([S:72][CH2:73][CH2:74][C:75](=[O:76])[O:77][CH3:78])[cH:3][c:4]([O:23][c:24]2[cH:25][cH:26][cH:27][cH:28][cH:29]2)[c:5]([NH:8][c:9]2[s:10][cH:11][c:12]([CH:14]3[CH2:15][CH2:16][N:17]([C:20]([CH3:21])=[O:22])[CH2:18][CH2:19]3)[n:13]2)[n:6][cH:7]1. Reactants: O=N[O-], [Na+], [Na+], [OH-], O, O=[N+]([O-])O, COC(=O)c1cnc(S)n1C(c1ccccc1)c1ccccn1. Product: COC(=O)c1cncn1C(c1ccccc1)c1ccccn1. As a reaction SMILES: [N:24]([O-:25])=[O:26].[Na+:27].[Na+:33].[OH-:32].[OH2:34].[OH:28][N+:29](=[O:30])[O-:31].[SH:1][c:2]1[n:3]([CH:11]([c:12]2[n:13][cH:14][cH:15][cH:16][cH:17]2)[c:18]2[cH:19][cH:20][cH:21][cH:22][cH:23]2)[c:4]([C:7](=[O:8])[O:9][CH3:10])[cH:5][n:6]1>>[cH:2]1[n:3]([CH:11]([c:12]2[n:13][cH:14][cH:15][cH:16][cH:17]2)[c:18]2[cH:19][cH:20][cH:21][cH:22][cH:23]2)[c:4]([C:7](=[O:8])[O:9][CH3:10])[cH:5][n:6]1.